Dataset: the Open Reaction Database (ORD), a public repository of structured organic reaction records. Task: describe an organic reaction: reactants, conditions, products, and yield Starting materials: CC(C)(O)c1ccc(Br)cc1, CCN(CC)S(F)(F)F, ClCCl. Yields the product CC(C)(F)c1ccc(Br)cc1. As a reaction SMILES: [Br:1][c:2]1[cH:3][cH:4][c:5]([C:8]([CH3:9])([CH3:10])[OH:11])[cH:6][cH:7]1.[CH2:12]([N:13]([S:14]([F:15])([F:16])[F:18])[CH2:17][CH3:19])[CH3:20].[Cl:21][CH2:22][Cl:23]>>[Br:1][c:2]1[cH:3][cH:4][c:5]([C:8]([CH3:9])([CH3:10])[F:18])[cH:6][cH:7]1. Reactants: crude product, FC(C1=CC=C(C=C1)C(C)=O)(F)F (4′-(trifluoromethyl)acetophenone), C(CC(O)(C(=O)O)CC(=O)O)(=O)O (citric acid), Cl.ClC1=C(OCCCCON)C(=CC(=C1)OCC=C(Cl)Cl)Cl (O-(4-(2,6-dichloro-4-(3,3-dichloro-2-propenyloxy)phenoxy)butyl)hydroxylamine hydrochloride). The solvent is N1=CC=CC=C1 (pyridine). Run at time 1 hour. Yields the product ClC1=C(OCCCCON=C(C)C2=CC=C(C=C2)C(F)(F)F)C(=CC(=C1)OCC=C(Cl)Cl)Cl (4′-(trifluoromethyl)acetophenone O-(4-(2,6-dichloro-4-(3,3-dichloro-2-propenyloxy)phenoxy)butyl)oxime). Yield: 75.5%. RXN SMILES: [F:1][C:2]([F:13])([F:12])[C:3]1[CH:8]=[CH:7][C:6]([C:9](=O)[CH3:10])=[CH:5][CH:4]=1.Cl.[Cl:15][C:16]1[CH:28]=[C:27]([O:29][CH2:30][CH:31]=[C:32]([Cl:34])[Cl:33])[CH:26]=[C:25]([Cl:35])[C:17]=1[O:18][CH2:19][CH2:20][CH2:21][CH2:22][O:23][NH2:24].C(O)(=O)CC(CC(O)=O)(C(O)=O)O>N1C=CC=CC=1>[Cl:15][C:16]1[CH:28]=[C:27]([O:29][CH2:30][CH:31]=[C:32]([Cl:34])[Cl:33])[CH:26]=[C:25]([Cl:35])[C:17]=1[O:18][CH2:19][CH2:20][CH2:21][CH2:22][O:23][N:24]=[C:9]([C:6]1[CH:7]=[CH:8][C:3]([C:2]([F:13])([F:12])[F:1])=[CH:4][CH:5]=1)[CH3:10] |f:1.2|. Reported procedure: To a mixture of 0.15 g of 4′-(trifluoromethyl)acetophenone and 10 ml of pyridine was added 0.30 g of O-(4-(2,6-dichloro-4-(3,3-dichloro-2-propenyloxy)phenoxy)butyl)hydroxylamine hydrochloride. After stirring at room temperature for 1 hour, the reaction mixture was poured into 5% aqueous citric acid solution, and extracted twice with ethyl acetate. The ethyl acetate layers were combined, washed with water, dried over anhydrous magnesium sulfate, and concentrated to give a crude product. This crud... As a reaction SMILES: [Cl:1][C:2]1[C:3]([NH:18][CH2:19][CH2:20][CH2:21][C:22]2[CH:27]=[CH:26][CH:25]=[C:24]([O:28]C)[CH:23]=2)=[N:4][C:5]([NH:8][C:9]2[CH:10]=[C:11]([CH2:15][CH2:16]O)[CH:12]=[CH:13][CH:14]=2)=[N:6][CH:7]=1.B(Br)(Br)[Br:31].C([O-])([O-])=O.[Na+].[Na+]>C(Cl)Cl.C(=O)=O>[Br:31][CH2:16][CH2:15][C:11]1[CH:10]=[C:9]([NH:8][C:5]2[N:4]=[C:3]([NH:18][CH2:19][CH2:20][CH2:21][C:22]3[CH:23]=[C:24]([OH:28])[CH:25]=[CH:26][CH:27]=3)[C:2]([Cl:1])=[CH:7][N:6]=2)[CH:14]=[CH:13][CH:12]=1 |f:2.3.4|. The reactants are ClC=1C(=NC(=NC1)NC=1C=C(C=CC1)CCO)NCCCC1=CC(=CC=C1)OC (2-{3-[(5-chloro-4-{[3-(3-methoxyphenyl)propyl]amino}pyrimidin-2-yl)amino]phenyl}ethanol), B(Br)(Br)Br (boron tribromide), resultant mixture, C(=O)([O-])[O-].[Na+].[Na+] (Na2CO3). Conditions: time 8 hour. The product is BrCCC=1C=C(C=CC1)NC1=NC=C(C(=N1)NCCCC=1C=C(C=CC1)O)Cl (3-{3-[(2-{[3-(2-Bromoethyl)phenyl]amino}-5-chloropyrimidin-4-yl)amino]propyl}phenol). Solvent: C(Cl)Cl (methylene chloride), C(Cl)Cl (methylene chloride), C(=O)=O (dry ice). The yield is 90.0%. Procedure details: To a solution of 2-{3-[(5-chloro-4-{[3-(3-methoxyphenyl)propyl]amino}pyrimidin-2-yl)amino]phenyl}ethanol (0.35 g, 0.73 mmol) in methylene chloride (4.7 mL) was added slowly a solution of boron tribromide in methylene chloride (3.6 mL, 3.6 mmol, 1.0 M) at 0° C. The mixture was allowed to warm up to rt and stirred overnight. The resultant mixture was cooled in dry ice when Na2CO3 (saturated aqueous solution) was added. The mixture was filtered and the solid collected was triturated with EtOAc, fol... Reactants: ClC1=NC(=CC=C1C(=O)OC)C1=C(C=C(C=C1)Cl)Cl (Methyl 2-chloro-6-(2,4-dichlorophenyl)pyridine-3-carboxylate), Cl.NC1=NC(=CC=C1C(C(F)(F)F)=O)NC1CNCCC1 (1-[2-Amino-6-(piperidin-3-ylamino)pyridin-3-yl]-2,2,2-trifluoroethanone hydrochloride), C(C)(C)N(C(C)C)CC (N,N-diisopropylethylamine). Run in CS(=O)C (DMSO). Reaction conditions: temperature 140 celsius. The product is Cl.NC1=C(C=CC(=N1)NC1CN(CCC1)C1=NC(=CC=C1C(=O)OC)C1=C(C=C(C=C1)Cl)Cl)C(C(F)(F)F)=O (Methyl 2-(3-{[6-amino-5-(trifluoroacetyl)pyridin-2-yl]amino}piperidin-1-yl)-6-(2,4-dichlorophenyl)pyridine-3-carboxylate hydrochloride). RXN SMILES: [Cl:1][C:2]1[C:7]([C:8]([O:10][CH3:11])=[O:9])=[CH:6][CH:5]=[C:4]([C:12]2[CH:17]=[CH:16][C:15]([Cl:18])=[CH:14][C:13]=2[Cl:19])[N:3]=1.Cl.[NH2:21][C:22]1[C:27]([C:28](=[O:33])[C:29]([F:32])([F:31])[F:30])=[CH:26][CH:25]=[C:24]([NH:34][CH:35]2[CH2:40][CH2:39][CH2:38][NH:37][CH2:36]2)[N:23]=1.C(N(CC)C(C)C)(C)C>CS(C)=O>[ClH:1].[NH2:21][C:22]1[N:23]=[C:24]([NH:34][CH:35]2[CH2:40][CH2:39][CH2:38][N:37]([C:2]3[C:7]([C:8]([O:10][CH3:11])=[O:9])=[CH:6][CH:5]=[C:4]([C:12]4[CH:17]=[CH:16][C:15]([Cl:18])=[CH:14][C:13]=4[Cl:19])[N:3]=3)[CH2:36]2)[CH:25]=[CH:26][C:27]=1[C:28](=[O:33])[C:29]([F:32])([F:31])[F:30] |f:1.2,5.6|. Reported procedure: 255 mg (0.533 mmol) of methyl 2-chloro-6-(2,4-dichlorophenyl)pyridine-3-carboxylate (Example 16A), 259 mg (0.799 mmol) of 1-[2-amino-6-(piperidin-3-ylamino)pyridin-3-yl]-2,2,2-trifluoroethanone hydrochloride (Example 13A) and 0.56 ml (3.2 mmol) of N,N-diisopropylethylamine were initially charged in 4.5 ml of DMSO. The mixture was heated at 140° C. in a microwave for 45 min. The crude product was purified by means of preparative HPLC (method 10). 28 mg (8% of theory) of the product were obtained ... Starting materials: ClC1=C(C=C(C=C1)O)C(C(C(F)(F)F)(O)C=1C=CC2=C(N(C(CO2)=O)C)C1)C (6-[2-(2-Chloro-5-hydroxy-phenyl)-1-hydroxy-1-trifluoromethyl-propyl]-4-methyl-4H-benzo[1,4]oxazin-3-one), C(C)OC(=O)C=1C=C(C=CC1)B(O)O (3-ethoxycarbonylphenylboronic acid), N1=CC=CC=C1 (pyridine). The reagents and catalysts are C(C)(=O)[O-].[Cu+2].C(C)(=O)[O-] (copper-(II)-acetate). Solvent: C(Cl)Cl (CH2Cl2). Conditions: time 18 hour. The product is C(C)OC(C1=CC(=CC=C1)OC1=CC(=C(C=C1)Cl)C(C(C(F)(F)F)(C=1C=CC2=C(N(C(CO2)=O)C)C1)O)C)=O (3-{4-Chloro-3-[3,3,3-trifluoro-2-hydroxy-1-methyl-2-(4-methyl-3-oxo-3,4-dihydro-2H-benzo[1,4]oxazin-6-yl)-propyl]-phenoxy}-benzoic acid ethyl ester). Isolated yield 95.8%. RXN SMILES: [Cl:1][C:2]1[CH:7]=[CH:6][C:5]([OH:8])=[CH:4][C:3]=1[CH:9]([CH3:28])[C:10]([C:16]1[CH:17]=[CH:18][C:19]2[O:24][CH2:23][C:22](=[O:25])[N:21]([CH3:26])[C:20]=2[CH:27]=1)([OH:15])[C:11]([F:14])([F:13])[F:12].[CH2:29]([O:31][C:32]([C:34]1[CH:35]=[C:36](B(O)O)[CH:37]=[CH:38][CH:39]=1)=[O:33])[CH3:30].N1C=CC=CC=1>C(Cl)Cl.C([O-])(=O)C.[Cu+2].C([O-])(=O)C>[CH2:29]([O:31][C:32](=[O:33])[C:34]1[CH:35]=[CH:36][CH:37]=[C:38]([O:8][C:5]2[CH:6]=[CH:7][C:2]([Cl:1])=[C:3]([CH:9]([CH3:28])[C:10]([OH:15])([C:16]3[CH:17]=[CH:18][C:19]4[O:24][CH2:23][C:22](=[O:25])[N:21]([CH3:26])[C:20]=4[CH:27]=3)[C:11]([F:12])([F:13])[F:14])[CH:4]=2)[CH:39]=1)[CH3:30] |f:4.5.6|. Procedure details: To a solution of 6-[2-(2-chloro-5-hydroxy-phenyl)-1-hydroxy-1-trifluoromethyl-propyl]-4-methyl-4H-benzo[1,4]oxazin-3-one (Example 1, step 4, 150 mg) in CH2Cl2 (3 ml) were added 3-ethoxycarbonylphenylboronic acid (210 mg), copper-(II)-acetate (197 mg), molecular sieve and pyridine (143 mg). The mixture was stirred at room temperature under an air atmosphere with exclusion of moisture for 18 hours. The mixture was filtered, diluted with CH2Cl2 and washed with 1 M aqueous HCl. The organic phase was... Reactants: COc1ccc(CN)c(OC)c1, c1ccc(C(c2ccccc2)C2CC3OC3CO2)cc1, ClC(Cl)Cl. Product: COc1ccc(CNC2COC(C(c3ccccc3)c3ccccc3)CC2O)c(OC)c1. As a reaction SMILES: [CH3:21][O:22][c:23]1[c:24]([CH2:25][NH2:26])[cH:27][cH:28][c:29]([O:31][CH3:32])[cH:30]1.[CH:1]([c:2]1[cH:3][cH:4][cH:5][cH:6][cH:7]1)([c:8]1[cH:9][cH:10][cH:11][cH:12][cH:13]1)[CH:14]1[O:15][CH2:16][CH:17]2[O:18][CH:19]2[CH2:20]1.[Cl:33][CH:34]([Cl:35])[Cl:36]>>[CH:1]([c:2]1[cH:3][cH:4][cH:5][cH:6][cH:7]1)([c:8]1[cH:9][cH:10][cH:11][cH:12][cH:13]1)[CH:14]1[O:15][CH2:16][CH:17]([NH:26][CH2:25][c:24]2[c:23]([O:22][CH3:21])[cH:30][c:29]([O:31][CH3:32])[cH:28][cH:27]2)[CH:19]([OH:18])[CH2:20]1. Starting materials: ClC=1N=C(C2=C(N1)C(=NC=N2)SCC2=C(C=CC=C2)F)N2CCOCC2 (2-chloro-8-(2-fluorobenzyl-thio)-4-morpholino-pyrimido-[5,4-d]-pyrimidine), N1CCNCC1 (piperazine). The product is FC1=C(CSC2=NC=NC3=C2N=C(N=C3N3CCOCC3)N3CCNCC3)C=CC=C1 (8-(2-Fluorobenzyl-thio)-4-morpholino-2-piperazino-pyrimido-[5,4-d]-pyrimidine). As a reaction SMILES: Cl[C:2]1[N:3]=[C:4]([N:21]2[CH2:26][CH2:25][O:24][CH2:23][CH2:22]2)[C:5]2[N:11]=[CH:10][N:9]=[C:8]([S:12][CH2:13][C:14]3[CH:19]=[CH:18][CH:17]=[CH:16][C:15]=3[F:20])[C:6]=2[N:7]=1.[NH:27]1[CH2:32][CH2:31][NH:30][CH2:29][CH2:28]1>>[F:20][C:15]1[CH:16]=[CH:17][CH:18]=[CH:19][C:14]=1[CH2:13][S:12][C:8]1[C:6]2[N:7]=[C:2]([N:27]3[CH2:32][CH2:31][NH:30][CH2:29][CH2:28]3)[N:3]=[C:4]([N:21]3[CH2:26][CH2:25][O:24][CH2:23][CH2:22]3)[C:5]=2[N:11]=[CH:10][N:9]=1. Procedure details: This compound was prepared analogous to Example 1 from 2-chloro-8-(2-fluorobenzyl-thio)-4-morpholino-pyrimido-[5,4-d]-pyrimidine (m.p.: 151°-153° C.) and piperazine. The reactants are CC(C)(C)OC(=O)NC1(c2ccc(C#N)cc2)CCC1, [Mg+]Cc1ccccc1, C1CCOC1, CC(C)[Mg+], [Cl-], [Cl-]. Yields the product CC(C)(C)OC(=O)NC1(c2ccc(C(=O)Cc3ccccc3)cc2)CCC1. Reaction SMILES: [C:1](#[N:2])[c:3]1[cH:4][cH:5][c:6]([C:9]2([NH:13][C:14]([O:15][C:16]([CH3:17])([CH3:18])[CH3:19])=[O:20])[CH2:10][CH2:11][CH2:12]2)[cH:7][cH:8]1.[CH2:27]([c:28]1[cH:29][cH:30][cH:31][cH:32][cH:33]1)[Mg+:34].[CH2:35]1[CH2:38][CH2:37][CH2:36][O:39]1.[CH:22]([Mg+:23])([CH3:24])[CH3:25].[Cl-:21].[Cl-:26]>>[C:1]([c:3]1[cH:4][cH:5][c:6]([C:9]2([NH:13][C:14]([O:15][C:16]([CH3:17])([CH3:18])[CH3:19])=[O:20])[CH2:10][CH2:11][CH2:12]2)[cH:7][cH:8]1)([CH2:27][c:28]1[cH:29][cH:30][cH:31][cH:32][cH:33]1)=[O:39]. Starting materials: CON(C(=O)C1=NC=C(C=C1NS(=O)(=O)C1=CC(=C(C=C1)Cl)C(F)(F)F)Cl)C (5-chloro-3-(4-chloro-3-trifluoromethyl-benzenesulfonylamino)-pyridine-2-carboxylic acid methoxy-methyl-amide), COCCl (chloromethyl methyl ether), [H-].[Na+] (sodium hydride). Solvent: C1CCOC1 (THF), C1CCOC1 (THF). Reaction conditions: time 8 hour. The product is CON(C(=O)C1=NC=C(C=C1N(S(=O)(=O)C1=CC(=C(C=C1)Cl)C(F)(F)F)COC)Cl)C (5-Chloro-3-[methoxymethyl-(4-chloro-3-trifluoromethyl-benzenesulfonyl)-amino]-pyridine-2-carboxylic acid methoxy-methyl-amide). The yield is 82.1%. As a reaction SMILES: [H-].[Na+].[CH3:3][O:4][N:5]([CH3:30])[C:6]([C:8]1[C:13]([NH:14][S:15]([C:18]2[CH:23]=[CH:22][C:21]([Cl:24])=[C:20]([C:25]([F:28])([F:27])[F:26])[CH:19]=2)(=[O:17])=[O:16])=[CH:12][C:11]([Cl:29])=[CH:10][N:9]=1)=[O:7].[CH3:31][O:32][CH2:33]Cl>C1COCC1>[CH3:3][O:4][N:5]([CH3:30])[C:6]([C:8]1[C:13]([N:14]([CH2:31][O:32][CH3:33])[S:15]([C:18]2[CH:23]=[CH:22][C:21]([Cl:24])=[C:20]([C:25]([F:28])([F:27])[F:26])[CH:19]=2)(=[O:16])=[O:17])=[CH:12][C:11]([Cl:29])=[CH:10][N:9]=1)=[O:7] |f:0.1|. Procedure details: To a suspension of sodium hydride (314 mg, 7.86 mmol) in 8 mL of THF was added a mixture of 5-chloro-3-(4-chloro-3-trifluoromethyl-benzenesulfonylamino)-pyridine-2-carboxylic acid methoxy-methyl-amide (3.0 g, 6.55 mmol) and chloromethyl methyl ether (0.741 mL, 9.825 mmol) in 8 mL of THF. The mixture was stirred at room temperature overnight. After the removal of the solvents the residue was purified by flash column (20% ethyl acetate in hexane) to afford 2.70 grams of the title compound as a whi... As a reaction SMILES: [CH3:131][c:132]1[cH:133][cH:134][cH:135][cH:136][cH:137]1.[CH3:50][CH2:51][OH:52].[Cl:1][c:2]1[cH:3][cH:4][cH:5][c:6]2[n:7]1[cH:8][c:9]([CH2:11][O:12][c:13]1[cH:14][cH:15][c:16]([CH2:17][n:18]3[n:19][c:20]([O:30][CH2:31][CH3:32])[c:21]([CH2:23][CH2:24][C:25](=[O:26])[O:27][CH2:28][CH3:29])[cH:22]3)[cH:33][cH:34]1)[n:10]2.[Na+:44].[Na+:45].[O-:46][C:47](=[O:48])[O-:49].[OH2:130].[OH:35][B:36]([OH:37])[c:38]1[cH:39][cH:40][cH:41][cH:42][cH:43]1.[cH:53]1[cH:54][cH:55][c:56]([P:57]([Pd:58]([P:59]([c:60]2[cH:61][cH:62][cH:63][cH:64][cH:65]2)([c:66]2[cH:67][cH:68][cH:69][cH:70][cH:71]2)[c:72]2[cH:73][cH:74][cH:75][cH:76][cH:77]2)([P:78]([c:79]2[cH:80][cH:81][cH:82][cH:83][cH:84]2)([c:85]2[cH:86][cH:87][cH:88][cH:89][cH:90]2)[c:91]2[cH:92][cH:93][cH:94][cH:95][cH:96]2)[P:97]([c:98]2[cH:99][cH:100][cH:101][cH:102][cH:103]2)([c:104]2[cH:105][cH:106][cH:107][cH:108][cH:109]2)[c:110]2[cH:111][cH:112][cH:113][cH:114][cH:115]2)([c:116]2[cH:117][cH:118][cH:119][cH:120][cH:121]2)[c:122]2[cH:123][cH:124][cH:125][cH:126][cH:127]2)[cH:128][cH:129]1>>[c:2]1(-[c:38]2[cH:39][cH:40][cH:41][cH:42][cH:43]2)[cH:3][cH:4][cH:5][c:6]2[n:7]1[cH:8][c:9]([CH2:11][O:12][c:13]1[cH:14][cH:15][c:16]([CH2:17][n:18]3[n:19][c:20]([O:30][CH2:31][CH3:32])[c:21]([CH2:23][CH2:24][C:25](=[O:26])[O:27][CH2:28][CH3:29])[cH:22]3)[cH:33][cH:34]1)[n:10]2. Yields the product CCOC(=O)CCc1cn(Cc2ccc(OCc3cn4c(-c5ccccc5)cccc4n3)cc2)nc1OCC. The reactants are Cc1ccccc1, CCO, CCOC(=O)CCc1cn(Cc2ccc(OCc3cn4c(Cl)cccc4n3)cc2)nc1OCC, [Na+], [Na+], O=C([O-])[O-], O, OB(O)c1ccccc1, c1ccc(P(c2ccccc2)(c2ccccc2)[Pd](P(c2ccccc2)(c2ccccc2)c2ccccc2)(P(c2ccccc2)(c2ccccc2)c2ccccc2)P(c2ccccc2)(c2ccccc2)c2ccccc2)cc1.